This data is from the Open Reaction Database (ORD), a public repository of structured organic reaction records. The task is: describe an organic reaction: reactants, conditions, products, and yield The reactants are C(c1c(n(nc1)C)c1cc(c(nc1)N)OS(=O)(=O)C)CCCOc1ccc(cc1[C@H](O)C)F. Reagents/catalysts: c1ccc(cc1)-c2c3ccccc3cc4ccccc24 (9-Phenylanthracene), [Li+].CC(C)(C)[O-]   (LiOBut). The solvent is CN(C)C=O  (DMF). Run at temperature 50 celsius, time 18 hour. Yields the product CC1Oc2cc(cnc2N)c3c(CCCCOc4ccc(F)cc14)cnn3C. Reaction SMILES: [CH3:1][CH:2]([c:3]1[c:9]([O:10][CH2:11][CH2:12][CH2:13][CH2:14][c:15]2[c:20]([c:21]3[cH:28][c:26]([O:27]S(C)(=O)=O)[c:24]([NH2:25])[n:23][cH:22]3)[n:18]([CH3:19])[n:17][cH:16]2)[cH:8][cH:7][c:5]([F:6])[cH:4]1)O>>[CH3:1][CH:2]1[c:3]([c:9]2[O:10][CH2:11][CH2:12][CH2:13][CH2:14][c:15]3[c:20]([n:18]([CH3:19])[n:17][cH:16]3)[c:21]4[cH:28][c:26]([c:24]([NH2:25])[n:23][cH:22]4)[O:27]1)[cH:4][c:5]([F:6])[cH:7][cH:8]2. Starting materials: NC1=CC=C(C=C1)NNC=O (2-(4-aminophenyl)-1-formylhydrazine), [N+](=O)([O-])C=1C=C(C=CC1)N=C=O (metanitrophenyl isocyanate). The solvent is CN(C=O)C (N,N-dimethylformamide), C(C)#N (acetonitrile), CN(C=O)C (N,N-dimethylformamide), C(C)#N (acetonitrile), C(C)#N (acetonitrile). Conditions: temperature -5 celsius. Yields the product [N+](=O)([O-])C=1C=C(C=CC1)NC(NC1=CC=C(C=C1)NNC=O)=O (2-[4-[3-(3-Nitrophenyl)ureido]phenyl]-1-formylhydrazine). Reaction SMILES: [NH2:1][C:2]1[CH:7]=[CH:6][C:5]([NH:8][NH:9][CH:10]=[O:11])=[CH:4][CH:3]=1.[N+:12]([C:15]1[CH:16]=[C:17]([N:21]=[C:22]=[O:23])[CH:18]=[CH:19][CH:20]=1)([O-:14])=[O:13]>C(#N)C.CN(C)C=O>[N+:12]([C:15]1[CH:16]=[C:17]([NH:21][C:22](=[O:23])[NH:1][C:2]2[CH:3]=[CH:4][C:5]([NH:8][NH:9][CH:10]=[O:11])=[CH:6][CH:7]=2)[CH:18]=[CH:19][CH:20]=1)([O-:14])=[O:13]. Procedure: 200 ml of acetonitrile and 200 ml of N,N-dimethylformamide were added to 60.4 g of 2-(4-aminophenyl)-1-formylhydrazine to dissolve it therein, and the resulting solution was cooled to -5° C. 65.6 g of metanitrophenyl isocyanate dissolved in 200 ml of acetonitrile was added dropwise. During this period, the mixture was stirred while cooling so that the temperature did not exceed -5° C. In addition, 300 ml of acetonitrile was added, and the resulting mixture was stirred at 0° C. for 3 hours. Cryst... Starting materials: S(=O)([O-])[O-].[Na+].[Na+] (sodium sulfite), C(C)N1C(C2=C(C3=C(C(=NNC3=O)C(=O)NN)N2[C@H](C1)C)OC)=O ((6S)-8-ethyl-10-methoxy-6-methyl-1,9-dioxo-1,2,6,7,8,9-hexahydropyrazino[1′,2′:1,5]pyrrolo[2,3-d]pyridazine-4-carbohydrazide), CN (methylamine), II (iodine). Procedure: To a solution of (6S)-8-ethyl-10-methoxy-6-methyl-1,9-dioxo-1,2,6,7,8,9-hexahydropyrazino[1′,2′:1,5]pyrrolo[2,3-d]pyridazine-4-carbohydrazide (0.39 g, 1.2 mmol) and methylamine (5.9 mL, 11.8 mmol; 2 M in THF) in anhydrous dichloromethane (25 mL) in a water bath at room temperature, a solution of iodine (0.60 g, 2.4 mmol) in dichloromethane was added dropwise. After the addition was completed, an aqueous solution of sodium sulfite was added and the mixture was stirred vigorously for 10 minutes. T... The solvent is ClCCl (dichloromethane), ClCCl (dichloromethane). RXN SMILES: [CH2:1]([N:3]1[CH2:20][C@H:19]([CH3:21])[N:18]2[C:5](=[C:6]([O:22][CH3:23])[C:7]3[C:12](=[O:13])[NH:11][N:10]=[C:9]([C:14]([NH:16]N)=[O:15])[C:8]=32)[C:4]1=[O:24])[CH3:2].[CH3:25]N.II.S([O-])([O-])=O.[Na+].[Na+]>ClCCl>[CH2:1]([N:3]1[CH2:20][C@H:19]([CH3:21])[N:18]2[C:5](=[C:6]([O:22][CH3:23])[C:7]3[C:12](=[O:13])[NH:11][N:10]=[C:9]([C:14]([NH:16][CH3:25])=[O:15])[C:8]=32)[C:4]1=[O:24])[CH3:2] |f:3.4.5|. The product is C(C)N1C(C2=C(C3=C(C(=NNC3=O)C(=O)NC)N2[C@H](C1)C)OC)=O ((6S)-8-Ethyl-10-methoxy-N,6-dimethyl-1,9-dioxo-1,2,6,7,8,9-hexahydropyrazino[1′,2′:1,5]pyrrolo[2,3-d]pyridazine-4-carboxamide). Run at time 10 minute. The reactants are S(=O)([O-])[O-].[Na+].[Na+] (sodium sulfite), C(CC(O)(C(=O)O)CC(=O)O)(=O)O (citric acid), FC=1C=C(C=CC1C(=O)OCC1=CC=CC=C1)C1=C(C=CC=C1)O[C@@H](CCO)C (benzyl 3-fluoro-2′-{[(1R)-3-hydroxy-1-methylpropyl]oxy}biphenyl-4-carboxylate), P(=O)([O-])([O-])[O-] (phosphate), solution, 2,2,6,6-tetramethyl-1-piperidyloxy, Cl(=O)[O-].[Na+] (sodium chlorite), ice water, Cl[O-].[Na+] (sodium hypochlorite). Solvent: C(C)#N (acetonitrile). Run at temperature 50 celsius, time 4.5 hour. Yields the product C(C)(C)(C)OC(C[C@@H](C)OC1=C(C=CC=C1)C1=CC(=C(C=C1)C(=O)OCC1=CC=CC=C1)F)=O (benzyl 2′-{[(1R)-3-tert-butoxy-1-methyl-3-oxopropyl]oxy}-3-fluorobiphenyl-4-carboxylate). Reaction SMILES: [F:1][C:2]1[CH:3]=[C:4]([C:18]2[CH:23]=[CH:22][CH:21]=[CH:20][C:19]=2[O:24][C@H:25]([CH3:29])[CH2:26][CH2:27][OH:28])[CH:5]=[CH:6][C:7]=1[C:8]([O:10][CH2:11][C:12]1[CH:17]=[CH:16][CH:15]=[CH:14][CH:13]=1)=[O:9].P([O-])([O-])([O-])=O.Cl([O-])=O.[Na+].Cl[O-:40].[Na+].S([O-])([O-])=O.[Na+].[Na+].C(O)(=O)[CH2:49][C:50]([CH2:55]C(O)=O)([C:52](O)=O)O>C(#N)C>[C:50]([O:28][C:27](=[O:40])[CH2:26][C@H:25]([O:24][C:19]1[CH:20]=[CH:21][CH:22]=[CH:23][C:18]=1[C:4]1[CH:5]=[CH:6][C:7]([C:8]([O:10][CH2:11][C:12]2[CH:17]=[CH:16][CH:15]=[CH:14][CH:13]=2)=[O:9])=[C:2]([F:1])[CH:3]=1)[CH3:29])([CH3:55])([CH3:52])[CH3:49] |f:2.3,4.5,6.7.8|. Procedure details: To a mixed solvent solution of benzyl 3-fluoro-2′-{[(1R)-3-hydroxy-1-methylpropyl]oxy}biphenyl-4-carboxylate (13.4 g) in acetonitrile (252 ml) and a neutral phosphate pH standard solution (pH 6.86) (198 ml) were added at room temperature a 2,2,6,6-tetramethyl-1-piperidyloxy radical (533 mg), 79% sodium chlorite (7.83 g) and a 5% aqueous sodium hypochlorite solution (2.0 ml). The reaction solution was stirred at 50° C. for 4.5 hours. After the reaction solution was cooled to room temperature, an ...